Dataset: the Open Reaction Database (ORD), a public repository of structured organic reaction records. Task: describe an organic reaction: reactants, conditions, products, and yield Starting materials: CCOC(=O)CN(C(=O)C(NC(=O)OCc1ccccc1)C(C)CC)c1cccnc1, [K+], [OH-]. Yields the product CCC(C)C(NC(=O)OCc1ccccc1)C(=O)N(CC(=O)O)c1cccnc1. Reaction SMILES: [C:1](=[O:2])([O:3][CH2:4][c:5]1[cH:6][cH:7][cH:8][cH:9][cH:10]1)[NH:11][CH:12]([CH:13]([CH3:14])[CH2:15][CH3:16])[C:17](=[O:18])[N:19]([CH2:20][C:21](=[O:22])[O:23][CH2:24][CH3:25])[c:26]1[cH:27][n:28][cH:29][cH:30][cH:31]1.[K+:33].[OH-:32]>>[C:1](=[O:2])([O:3][CH2:4][c:5]1[cH:6][cH:7][cH:8][cH:9][cH:10]1)[NH:11][CH:12]([CH:13]([CH3:14])[CH2:15][CH3:16])[C:17](=[O:18])[N:19]([CH2:20][C:21](=[O:22])[OH:23])[c:26]1[cH:27][n:28][cH:29][cH:30][cH:31]1. Reactants: C(C)C1=C(C=CC=2N(C=NC21)C2OCCCC2)C#N (4-ethyl-1-(tetrahydro-2H-pyran-2-yl)-1H-benzo[d]imidazole-5-carbonitrile), CoCl2, [BH4-].[Na+] (NaBH4). Solvent: CO (MeOH). Run at time 16 hour. Yields the product C(C)C1=C(C=CC=2N(C=NC21)C2OCCCC2)CN ((4-ethyl-1-(tetrahydro-2H-pyran-2-yl)-1H-benzo[d]imidazol-5-yl) methanamine). Yield: 74.3%. As a reaction SMILES: [CH2:1]([C:3]1[C:11]2[N:10]=[CH:9][N:8]([CH:12]3[CH2:17][CH2:16][CH2:15][CH2:14][O:13]3)[C:7]=2[CH:6]=[CH:5][C:4]=1[C:18]#[N:19])[CH3:2].[BH4-].[Na+]>CO>[CH2:1]([C:3]1[C:11]2[N:10]=[CH:9][N:8]([CH:12]3[CH2:17][CH2:16][CH2:15][CH2:14][O:13]3)[C:7]=2[CH:6]=[CH:5][C:4]=1[CH2:18][NH2:19])[CH3:2] |f:1.2|. Procedure: To a solution of 4-ethyl-1-(tetrahydro-2H-pyran-2-yl)-1H-benzo[d]imidazole-5-carbonitrile 6 (7.0 g, 0.027 mol) in dry MeOH (70 mL) at 0° C. was added CoCl2 (5.69 g, 0.043 mol, 1.6 equiv.) and NaBH4 (12.44 g, 0.33 mol, 12 equiv.). The reaction mixture was warmed to RT and stirred for 16 h, then filtered through a Celite® pad and concentrated in vacuo. The crude product was purified by SiO2 chromatography eluting with 5% MeOH/CHCl3 to afford (4-ethyl-1-(tetrahydro-2H-pyran-2-yl)-1H-benzo[d]imidazo... RXN SMILES: [CH3:1][O:2][c:3]1[cH:4][cH:5][c:6](-[c:9]2[c:10]([N:20]([C:21]([CH3:22])=[O:23])[c:24]3[cH:25][cH:26][c:27]([O:30][CH2:31][c:32]4[cH:33][cH:34][cH:35][cH:36][cH:37]4)[cH:28][cH:29]3)[c:11]3[c:12]([s:13]2)[cH:14][c:15]([O:18][CH3:19])[cH:16][cH:17]3)[cH:7][cH:8]1.[CH3:39][CH2:40][OH:41].[CH3:42][CH2:43][O:44][C:45]([CH3:46])=[O:47].[ClH:38]>>[CH3:1][O:2][c:3]1[cH:4][cH:5][c:6](-[c:9]2[c:10]([N:20]([C:21]([CH3:22])=[O:23])[c:24]3[cH:25][cH:26][c:27]([OH:30])[cH:28][cH:29]3)[c:11]3[c:12]([s:13]2)[cH:14][c:15]([O:18][CH3:19])[cH:16][cH:17]3)[cH:7][cH:8]1. Starting materials: COc1ccc(-c2sc3cc(OC)ccc3c2N(C(C)=O)c2ccc(OCc3ccccc3)cc2)cc1, CCO, CCOC(C)=O, Cl. Yields the product COc1ccc(-c2sc3cc(OC)ccc3c2N(C(C)=O)c2ccc(O)cc2)cc1. The reactants are [F-].[K+] (potassium fluoride), C(F)(F)(C(F)(F)C(F)(F)C(F)(F)C(F)(F)C(F)(F)C(F)(F)F)C(=O)F (C7F15COF), S(=O)(=O)(OC)OC (dimethyl sulfate). Run in CN(C=O)C (dimethyl formamide). Yields the product C(F)(F)(C(F)(F)C(F)(F)C(F)(F)C(F)(F)C(F)(F)C(F)(F)C(F)(F)F)OC (C8F17OCH3). The yield is 8967.9%. As a reaction SMILES: [F-:1].[K+].[C:3]([C:25]([F:27])=[O:26])([C:6]([C:9]([C:12]([C:15]([C:18]([C:21]([F:24])([F:23])[F:22])([F:20])[F:19])([F:17])[F:16])([F:14])[F:13])([F:11])[F:10])([F:8])[F:7])([F:5])[F:4].S(OC)(O[CH3:32])(=O)=O>CN(C)C=O>[C:25]([O:26][CH3:32])([C:3]([C:6]([C:9]([C:12]([C:15]([C:18]([C:21]([F:22])([F:23])[F:24])([F:19])[F:20])([F:17])[F:16])([F:14])[F:13])([F:11])[F:10])([F:8])[F:7])([F:5])[F:4])([F:27])[F:1] |f:0.1|. Reported procedure: The title compound was prepared essentially as in Example 3 using anhydrous potassium fluoride (6.62 g, 0.01 1 mole), anhydrous dimethyl formamide (800 g), C7F15COF (456.7 g, 1.09 mole), and dimethyl sulfate (14.4 g, 0.011 mole). The resulting mixture was worked up essentially as in Example 3 to give 444 g of the title compound (99.7% purity, b.=142-144° C.). The product identity was confirmed by IR, GCMS, and 1H and 19F NMR. Starting materials: BrC1=CC(=NC=C1)NC(=N)NCC1=C(C=CC=C1)OC (N-(4-bromopyridin-2-yl)-N′-(2-methoxybenzyl)guanidine), tetrakis-(triphenylphosphine)palladium(0), C1(=CC=CC=C1)OB(O)O (phenylboric acid), C([O-])([O-])=O.[Na+].[Na+] (sodium carbonate). Reaction conditions: temperature 110 celsius. Yields the product COC1=C(CNC(=N)NC2=NC=CC(=C2)C2=CC=CC=C2)C=CC=C1 (N-(2-methoxybenzyl)-N′-(4-phenylpyridin-2-yl)guanidine). The yield is 35.0%. As a reaction SMILES: Br[C:2]1[CH:7]=[CH:6][N:5]=[C:4]([NH:8][C:9]([NH:11][CH2:12][C:13]2[CH:18]=[CH:17][CH:16]=[CH:15][C:14]=2[O:19][CH3:20])=[NH:10])[CH:3]=1.[C:21]1(OB(O)O)[CH:26]=[CH:25][CH:24]=[CH:23][CH:22]=1.C(=O)([O-])[O-].[Na+].[Na+]>>[CH3:20][O:19][C:14]1[CH:15]=[CH:16][CH:17]=[CH:18][C:13]=1[CH2:12][NH:11][C:9]([NH:8][C:4]1[CH:3]=[C:2]([C:21]2[CH:26]=[CH:25][CH:24]=[CH:23][CH:22]=2)[CH:7]=[CH:6][N:5]=1)=[NH:10] |f:2.3.4|. Procedure details: The preparation was carried out analogously to Example 56, using 0.150 g (0.447 mmol) N-(4-bromopyridin-2-yl)-N′-(2-methoxybenzyl)guanidine, 0.081 g (0.651 mmol) phenylboric acid, 0.142 g (1.343 mmol) sodium carbonate, and 0.036 g (0.031 mmol) tetrakis-(triphenylphosphine)palladium(0). The mixture was likewise heated in a reaction block for 17.5 hr at 110° C. under a nitrogen atmosphere. After appropriate workup and purification via preparative HPLC, 52 mg pure N-(2-methoxybenzyl)-N′-(4-phenylpy...